This data is from the Open Reaction Database (ORD), a public repository of structured organic reaction records. The task is: describe an organic reaction: reactants, conditions, products, and yield The reactants are ClC1=CC(=C(C=C1)O)CC (4-chloro-2-ethylphenol), C(C)(C)C1=CC=C(CCl)C=C1 (4-isopropylbenzylchloride), O (water). Run in C(Cl)(Cl)Cl (chloroform). Reaction conditions: temperature 60 celsius, time 5.5 hour. The product is ClC1=CC(=C(C(=C1)CC1=CC=C(C=C1)C(C)C)O)CC (4-chloro-2-ethyl-6-(4'-isopropylbenzyl)-phenol). As a reaction SMILES: [Cl:1][C:2]1[CH:7]=[CH:6][C:5]([OH:8])=[C:4]([CH2:9][CH3:10])[CH:3]=1.[CH:11]([C:14]1[CH:21]=[CH:20][C:17]([CH2:18]Cl)=[CH:16][CH:15]=1)([CH3:13])[CH3:12].O>C(Cl)(Cl)Cl>[Cl:1][C:2]1[CH:7]=[C:6]([CH2:18][C:17]2[CH:20]=[CH:21][C:14]([CH:11]([CH3:13])[CH3:12])=[CH:15][CH:16]=2)[C:5]([OH:8])=[C:4]([CH2:9][CH3:10])[CH:3]=1. Procedure details: 117.5 g (0.75 mol) 4-chloro-2-ethylphenol are dissolved with 42.25 g (0.25 mol) 4-isopropylbenzylchloride in 200 ml chloroform. 22.5 g water-free zinc chloride are added thereto for the alkylation reaction. Already at 30° C. a powerful reaction takes place. The entire mixture is after-stirred 5-6 h at 60° C. for completion of the alkylation. After a cooling it is subsequently washed three times each with 200 ml water, and then dried across sodium sulfate, after which the solvent chloroform is dr... Starting materials: CC(=O)O, CO, COc1ccccc1-c1cccc2cc(C(=O)NC3CN4CCC3CC4)oc12. Product: CC(=O)O, COc1ccccc1-c1cccc2cc(C(=O)NC3CN4CCC3CC4)oc12. As a reaction SMILES: [CH3:29][C:30]([OH:31])=[O:32].[CH3:33][OH:34].[N:1]12[CH2:2][CH:3]([NH:9][C:10](=[O:11])[c:12]3[o:13][c:14]4[c:15]([cH:16]3)[cH:17][cH:18][cH:19][c:20]4-[c:21]3[c:22]([O:27][CH3:28])[cH:23][cH:24][cH:25][cH:26]3)[CH:4]([CH2:5][CH2:6]1)[CH2:7][CH2:8]2>>[CH3:29][C:30](=[O:31])[OH:32].[N:1]12[CH2:2][CH:3]([NH:9][C:10](=[O:11])[c:12]3[o:13][c:14]4[c:15]([cH:16]3)[cH:17][cH:18][cH:19][c:20]4-[c:21]3[c:22]([O:27][CH3:28])[cH:23][cH:24][cH:25][cH:26]3)[CH:4]([CH2:5][CH2:6]1)[CH2:7][CH2:8]2. The reactants are BrC1=CC=2C3=C(C=NC2C=C1)N(C(N3C=3C(=NN(C3)C)C)=O)C (8-bromo-1-(1,3-dimethyl-1H-pyrazol-4-yl)-3-methyl-1,3-dihydro-imidazo[4,5-c]quinolin-2-one), BrC1=CC=2C3=C(C=NC2C=C1)N(C(N3C=3C(=NN(C3)C)C)=O)C (8-bromo-1-(1,3-dimethyl-1H-pyrazol-4-yl)-3-methyl-1,3-dihydro-imidazo[4,5-c]quinolin-2-one), CC1=NC=C(C=C1NS(=O)(=O)C)B1OC(C(O1)(C)C)(C)C (N-[2-methyl-5-(4,4,5,5-tetramethyl-[1,3,2]dioxaborolan-2-yl)-pyridin-3-yl]-methanesulfonamide). Product: CN1N=C(C(=C1)N1C(N(C=2C=NC=3C=CC(=CC3C21)C2=CC=C(C=C2)C=2NC=CN2)C)=O)C (1-(1,3-Dimethyl-1H-pyrazol-4-yl)-8-[4-(1H-imidazol-2-yl)-phenyl]-3-methyl-1,3-dihydro-imidazo[4,5-c]quinolin-2-one). As a reaction SMILES: Br[C:2]1[CH:11]=[CH:10][C:9]2[N:8]=[CH:7][C:6]3[N:12]([CH3:23])[C:13](=[O:22])[N:14]([C:15]4[C:16]([CH3:21])=[N:17][N:18]([CH3:20])[CH:19]=4)[C:5]=3[C:4]=2[CH:3]=1.C[C:25]1[C:30]([NH:31]S(C)(=O)=O)=[CH:29][C:28](B2OC(C)(C)C(C)(C)O2)=[CH:27][N:26]=1>>[CH3:20][N:18]1[CH:19]=[C:15]([N:14]2[C:5]3[C:4]4[CH:3]=[C:2]([C:2]5[CH:11]=[CH:29][C:28]([C:27]6[NH:31][CH:30]=[CH:25][N:26]=6)=[CH:4][CH:3]=5)[CH:11]=[CH:10][C:9]=4[N:8]=[CH:7][C:6]=3[N:12]([CH3:23])[C:13]2=[O:22])[C:16]([CH3:21])=[N:17]1. Procedure details: The title compound was synthesized in a similar manner as described for Example 1.1 using 8-bromo-1-(1,3-dimethyl-1H-pyrazol-4-yl)-3-methyl-1,3-dihydro-imidazo[4,5-c]quinolin-2-one (Intermediate A) and N-[2-methyl-5-(4,4,5,5-tetramethyl-[1,3,2]dioxaborolan-2-yl)-pyridin-3-yl]-methanesulfonamide (Stage 77.1.1) to give the title compound as a white solid. (HPLC: tR 2.15 min (Method A); M+H=436 MS-ES; 1H-NMR (d6-DMSO, 400 MHz) 12.58 (s, br, 1H), 8.96 (s, 1H), 8.20-8.15 (m, 1H), 8.14-8.07 (m, 1H), 8... The reactants are BrC1=CC(=C(C=C1)OCC1N(CCC1)C(=O)OC(C)(C)C)F (1-bromo4-[1-(tert-butoxycarbonyl)-2-pyrrolidinyl]methoxy-3-fluorobenzene), C1(=CC=CC=C1)P(CCCP(C1=CC=CC=C1)C1=CC=CC=C1)C1=CC=CC=C1 (1,3-bis(diphenylphosphino)propane). The reagents and catalysts are CC(=O)[O-].CC(=O)[O-].[Pd+2] (Pd(OAc)2). Run in CS(=O)C (DMSO), CO (MeOH). Run at temperature 70 celsius, time 2 day. Yields the product C(C)(C)(C)OC(=O)N1C(CCC1)COC1=C(C=C(C(=O)OC)C=C1)F (methyl 4-[1-(tert-butoxycarbonyl)-2-pyrrolidinyl]methoxy-3-fluorobenzoate). The yield is 124.5%. As a reaction SMILES: Br[C:2]1[CH:7]=[CH:6][C:5]([O:8][CH2:9][CH:10]2[CH2:14][CH2:13][CH2:12][N:11]2[C:15]([O:17][C:18]([CH3:21])([CH3:20])[CH3:19])=[O:16])=[C:4]([F:22])[CH:3]=1.C1(P(C2C=CC=CC=2)CCCP(C2C=CC=CC=2)C2C=CC=CC=2)C=CC=CC=1>CS(C)=O.CO.CC([O-])=O.CC([O-])=O.[Pd+2]>[C:18]([O:17][C:15]([N:11]1[CH2:12][CH2:13][CH2:14][CH:10]1[CH2:9][O:8][C:5]1[CH:6]=[CH:7][C:2]([C:15]([O:17][CH3:18])=[O:16])=[CH:3][C:4]=1[F:22])=[O:16])([CH3:21])([CH3:20])[CH3:19] |f:4.5.6|. Procedure: To a stirred solution of 1-bromo4-[1-(tert-butoxycarbonyl)-2-pyrrolidinyl]methoxy-3-fluorobenzene (549.4 mg, 1.468 mmol) in DMSO (6 mL) and MeOH (5 mL) was added Et3 N (448 ul, 3.229 mmol), Pd(OAc)2 (36.2 mg, 0.161 mmol), and 1,3-bis(diphenylphosphino)propane (66.4 mg, 0.161 mmol). To the mixture was induced CO gas for 10 min. The resulting mixture was stirred at 70° C. for 2 days under a current of CO. After the mixture was concentrated, the residue was diluted with EtOAc. The solution was wash... Reactants: BrC=1C=NC2=CC=C(C=C2C1)O (3-bromo-6-hydroxyquinoline), [I-].[Na+] (sodium iodide), N (ammonia), Cl (hydrochloric acid), N,N′-tetramethyl-ethane-1,2-diamine. The reagents and catalysts are [Cu](I)I (copper iodide). Solvent: O1CCOCC1 (dioxane). Run at temperature 120 celsius, time 14 hour. The product is IC=1C=NC2=CC=C(C=C2C1)O (3-iodo-6-hydroxyquinoline). RXN SMILES: Br[C:2]1[CH:3]=[N:4][C:5]2[C:10]([CH:11]=1)=[CH:9][C:8]([OH:12])=[CH:7][CH:6]=2.[I-:13].[Na+].N.Cl>O1CCOCC1.[Cu](I)I>[I:13][C:2]1[CH:3]=[N:4][C:5]2[C:10]([CH:11]=1)=[CH:9][C:8]([OH:12])=[CH:7][CH:6]=2 |f:1.2|. Procedure: To a stirred mixture of 3-bromo-6-hydroxyquinoline (preparation described in Liebigs Ann Chem 1966, 98-106), (3.0 g), sodium iodide (4.0 g) and copper iodide (0.25 g) in dioxane (19.5 ml) is added N,N′-tetramethyl-ethane-1,2-diamine (0.24 g) in a sealed tube under argon. The mixture is stirred at 120° C. for 14 h and upon cooling is treated with aqueous ammonia followed by aqueous hydrochloric acid to reach pH 5. Extraction with ethyl acetate, drying of the organic phase over magnesium sulphate,... Starting materials: C(=O)=O (dry ice), Cl (hydrochloric acid), BrC1=CC=C(S1)C=CC1=CC2=C(S1)C=CC=C2 (2-[2-(5-bromo-2-thienyl)ethenyl]benzo[b]thiophene), C(CCC)[Li] (n-butyl lithium), solution. The solvent is O1CCCC1 (tetrahydrofuran), O (water), O1CCCC1 (tetrahydrofuran), hexanes. Reaction conditions: temperature -70 celsius, time 1.5 hour. The product is S1C2=C(C=C1C=CC1=CC=C(S1)C(=O)O)C=CC=C2 (5-[2-(Benzo[b]thiophen-2-yl)ethenyl]thiophene-2-carboxylic acid). The yield is 75.0%. As a reaction SMILES: Br[C:2]1[S:6][C:5]([CH:7]=[CH:8][C:9]2[S:13][C:12]3[CH:14]=[CH:15][CH:16]=[CH:17][C:11]=3[CH:10]=2)=[CH:4][CH:3]=1.C([Li])CCC.[C:23](=[O:25])=[O:24].Cl>O.O1CCCC1>[S:13]1[C:9]([CH:8]=[CH:7][C:5]2[S:6][C:2]([C:23]([OH:25])=[O:24])=[CH:3][CH:4]=2)=[CH:10][C:11]2[CH:17]=[CH:16][CH:15]=[CH:14][C:12]1=2. Reported procedure: To a stirred, chilled (-70° C.) suspension of 2-[2-(5-bromo-2-thienyl)ethenyl]benzo[b]thiophene (15.6 g) and tetrahydrofuran (400 ml) was added n-butyl lithium (21.4 ml of a 2.5M solution in hexanes), under nitrogen over 10 mins. The solution was stirred at -70° C. for 1.5 hr, and was transferred via canula to a flask containing a suspension of dry ice (excess) and tetrahydrofuran (1000 ml). The suspension was stirred for 2 hrs and allowed to warm to room temperature overnight. The mixture was p...